Dataset: the Open Reaction Database (ORD), a public repository of structured organic reaction records. Task: describe an organic reaction: reactants, conditions, products, and yield Reactants: OC=1C=C2C(=C(C(=NC2=CC1)CC(C)C)CNC(OC(C)(C)C)=O)C1=CC=C(C=C1)C (tert-butyl {[6-hydroxy-2-isobutyl-4-(4-methylphenyl)quinolin-3-yl]methyl}carbamate), BrCCCC(=O)OCC (ethyl 4-bromobutanoate), C([O-])([O-])=O.[K+].[K+] (potassium carbonate), CN(C=O)C (N,N-dimethylformamide). Solvent: O (Water). Run at temperature 50 celsius, time 3 hour. The product is C(C)(C)(C)OC(=O)NCC=1C(=NC2=CC=C(C=C2C1C1=CC=C(C=C1)CC)OCCCC(=O)OCC)CC(C)C (ethyl 4-{[3-{[(tert-butoxycarbonyl)amino]methyl}-2-isobutyl-4-(4-ethylphenyl)quinolin-6-yl]oxy}butanoate). Yield: 63.6%. RXN SMILES: [OH:1][C:2]1[CH:3]=[C:4]2[C:9](=[CH:10][CH:11]=1)[N:8]=[C:7]([CH2:12][CH:13]([CH3:15])[CH3:14])[C:6]([CH2:16][NH:17][C:18](=[O:24])[O:19][C:20]([CH3:23])([CH3:22])[CH3:21])=[C:5]2[C:25]1[CH:30]=[CH:29][C:28]([CH3:31])=[CH:27][CH:26]=1.Br[CH2:33][CH2:34][CH2:35][C:36]([O:38][CH2:39][CH3:40])=[O:37].[C:41](=O)([O-])[O-].[K+].[K+].CN(C)C=O>O>[C:20]([O:19][C:18]([NH:17][CH2:16][C:6]1[C:7]([CH2:12][CH:13]([CH3:15])[CH3:14])=[N:8][C:9]2[C:4]([C:5]=1[C:25]1[CH:26]=[CH:27][C:28]([CH2:31][CH3:41])=[CH:29][CH:30]=1)=[CH:3][C:2]([O:1][CH2:33][CH2:34][CH2:35][C:36]([O:38][CH2:39][CH3:40])=[O:37])=[CH:11][CH:10]=2)=[O:24])([CH3:23])([CH3:21])[CH3:22] |f:2.3.4|. Procedure details: A mixture of tert-butyl {[6-hydroxy-2-isobutyl-4-(4-methylphenyl)quinolin-3-yl]methyl}carbamate (2.7 g, 6.3 mmol), ethyl 4-bromobutanoate (1.4 g, 7.0 mmol), potassium carbonate (0.97 g, 7.0 mmol) and N,N-dimethylformamide (30 ml) was stirred at 50° C. for 3 hrs. Water was added to the reaction mixture and the mixture was extracted with ethyl acetate. The extract was washed successively with 1N hydrochloric acid, saturated aqueous sodium hydrogen carbonate and saturated brine, dried over anhydrou... Starting materials: Cl (HCl), CO (MeOH), C(CCCCCCCCCCCCCCCCC)N(C(COC(CNC(=O)OCC1=CC=CC=C1)=O)=O)CCCCCCCCCCCCCCCCCC (N-[(phenylmethoxy)-carbonyl]glycine [2-(dioctadecylamino)-2-oxoethyl]ester). Reagents/catalysts: [Pd] (Pd/C). Run in CCOC(=O)C (EtOAc). Reaction conditions: time 3 hour. Product: Cl.C(CCCCCCCCCCCCCCCCC)N(C(COC(CN)=O)=O)CCCCCCCCCCCCCCCCCC (Glycine [2-(dioctadecylamino)-2-oxoethyl]ester hydrochloride). The yield is 86.0%. Reaction SMILES: [CH2:1]([N:19]([CH2:38][CH2:39][CH2:40][CH2:41][CH2:42][CH2:43][CH2:44][CH2:45][CH2:46][CH2:47][CH2:48][CH2:49][CH2:50][CH2:51][CH2:52][CH2:53][CH2:54][CH3:55])[C:20](=[O:37])[CH2:21][O:22][C:23](=[O:36])[CH2:24][NH:25]C(OCC1C=CC=CC=1)=O)[CH2:2][CH2:3][CH2:4][CH2:5][CH2:6][CH2:7][CH2:8][CH2:9][CH2:10][CH2:11][CH2:12][CH2:13][CH2:14][CH2:15][CH2:16][CH2:17][CH3:18].[ClH:56].CO>CCOC(C)=O.[Pd]>[ClH:56].[CH2:38]([N:19]([CH2:1][CH2:2][CH2:3][CH2:4][CH2:5][CH2:6][CH2:7][CH2:8][CH2:9][CH2:10][CH2:11][CH2:12][CH2:13][CH2:14][CH2:15][CH2:16][CH2:17][CH3:18])[C:20](=[O:37])[CH2:21][O:22][C:23](=[O:36])[CH2:24][NH2:25])[CH2:39][CH2:40][CH2:41][CH2:42][CH2:43][CH2:44][CH2:45][CH2:46][CH2:47][CH2:48][CH2:49][CH2:50][CH2:51][CH2:52][CH2:53][CH2:54][CH3:55] |f:5.6|. Reported procedure: 10% Pd/C (150 mg) was added to a solution of N-[(phenylmethoxy)-carbonyl]glycine [2-(dioctadecylamino)-2-oxoethyl]ester (1.2 g; 1.4 mmol) in EtOAc (100 mL) and the suspension was stirred for 3 h under hydrogen atmosphere at room temperature. After filtration (through a Millipore® filter FT 0.45 μm) 1.2 M HCl in MeOH (1.3 mL; 1.6 mmol) was added dropwise to the resulting solution obtaining the precipitation of a white solid that was filtered to give the desired compound (830 mg; 1.2 mmol).Yield 8... Reactants: 13.7, C1(=CC=C(C=C1)OCC(CO)O)C1=CC=CC=C1 (3-([1,1'-biphenyl]-4-yloxy)-1,2-propanediol), ClC1=C(C=CC(=C1)Cl)C(CN1C=NC=C1)=O (1-(2,4-dichlorophenyl)-2-(1H-imidazol-1-yl)ethanone), CC1=CC=C(C=C1)S(=O)(=O)O (4-methylbenzenesulfonic acid), C(CCC)O (1-butanol), O (water). The solvent is CC1=C(C=CC=C1)C (dimethylbenzene), O(CC)CC (1,1'-oxybisethane). Product: 12.8, C(C(=O)O)(=O)O.C(C(=O)O)(=O)O.N1C=NC=C1 (1H-imidazole diethanedioate). RXN SMILES: C1(C2C=CC=CC=2)C=CC(OC[CH:9]([OH:12])[CH2:10][OH:11])=CC=1.ClC1C=C(Cl)C=CC=1C(=[O:34])C[N:29]1[CH:33]=[CH:32][N:31]=[CH:30]1.CC1C=CC(S(O)(=O)=[O:43])=CC=1.C(O)CCC.[OH2:51]>O(CC)CC.CC1C=CC=CC=1C>[C:9]([OH:12])(=[O:34])[C:10]([OH:11])=[O:51].[C:9]([OH:12])(=[O:43])[C:10]([OH:11])=[O:51].[NH:29]1[CH:33]=[CH:32][N:31]=[CH:30]1 |f:7.8.9|. Reported procedure: A mixture of 13.7 parts of 3-([1,1'-biphenyl]-4-yloxy)-1,2-propanediol, 12.8 parts of 1-(2,4-dichlorophenyl)-2-(1H-imidazol-1-yl)ethanone, 16 parts of 4-methylbenzenesulfonic acid, 40 parts of 1-butanol and 225 parts of dimethylbenzene is stirred and refluxed for 7 days with water-separator. The reaction mixture is cooled and diluted with 1,1'-oxybisethane. The organic phase is washed with a diluted sodium hydroxide solution and with water, dried, filtered and evaporated. The residue is converte... Starting materials: NC1=CC=C(C=C1)C(C(CO)N1CCC(CC1)CC1=CC=CC=C1)O (1-p-aminophenyl-2-(4-benzylpiperidin-1-yl)-1,3 propandiol), C(#N)[S-].[K+] (KSCN), BrBr (Br2). Solvent: C(C)(=O)O (acetic acid), C(C)(=O)O (acetic acid). Yields the product OCC(C(C1=CC2=C(N=C(S2)N)C=C1)O)N1CCC(CC1)CC1=CC=CC=C1 (1-Hydroxymethyl-1-(4-benzylpiperidin-1-yl)-2-hydroxy-2-(2-aminobenzothiazol-6-yl)-ethane). RXN SMILES: [NH2:1][C:2]1[CH:7]=[CH:6][C:5]([CH:8]([OH:25])[CH:9]([N:12]2[CH2:17][CH2:16][CH:15]([CH2:18][C:19]3[CH:24]=[CH:23][CH:22]=[CH:21][CH:20]=3)[CH2:14][CH2:13]2)[CH2:10][OH:11])=[CH:4][CH:3]=1.[C:26]([S-:28])#[N:27].[K+].BrBr>C(O)(=O)C>[OH:11][CH2:10][CH:9]([N:12]1[CH2:13][CH2:14][CH:15]([CH2:18][C:19]2[CH:24]=[CH:23][CH:22]=[CH:21][CH:20]=2)[CH2:16][CH2:17]1)[CH:8]([OH:25])[C:5]1[CH:6]=[CH:7][C:2]2[N:1]=[C:26]([NH2:27])[S:28][C:3]=2[CH:4]=1 |f:1.2|. Reported procedure: To a stirred solution of 5 g of (+) three 1-p-aminophenyl-2-(4-benzylpiperidin-1-yl)-1,3 propandiol and 5.7 g of KSCN in 30 ml of glacial acetic acid was added dropwise a solution of 2.36 g of Br2 in 25 ml of glacial acetic acid at room temperature. Reactants: CCN(C(C)C)C(C)C, CC#N, COC(=O)c1ccccc1OCCc1ccc(OCC(=O)Cl)cc1, CCNCc1ccc(F)cc1. Yields the product CCN(Cc1ccc(F)cc1)C(=O)COc1ccc(CCOc2ccccc2C(=O)OC)cc1. As a reaction SMILES: [CH2:12]([N:13]([CH:14]([CH3:15])[CH3:16])[CH:17]([CH3:18])[CH3:19])[CH3:20].[CH3:45][C:46]#[N:47].[Cl:21][C:22]([CH2:23][O:24][c:25]1[cH:26][cH:27][c:28]([CH2:31][CH2:32][O:33][c:34]2[c:35]([C:36](=[O:37])[O:38][CH3:39])[cH:40][cH:41][cH:42][cH:43]2)[cH:29][cH:30]1)=[O:44].[F:1][c:2]1[cH:3][cH:4][c:5]([CH2:6][NH:7][CH2:8][CH3:9])[cH:10][cH:11]1>>[F:1][c:2]1[cH:3][cH:4][c:5]([CH2:6][N:7]([CH2:8][CH3:9])[C:22]([CH2:23][O:24][c:25]2[cH:26][cH:27][c:28]([CH2:31][CH2:32][O:33][c:34]3[c:35]([C:36](=[O:37])[O:38][CH3:39])[cH:40][cH:41][cH:42][cH:43]3)[cH:29][cH:30]2)=[O:44])[cH:10][cH:11]1.